This data is from the Open Reaction Database (ORD), a public repository of structured organic reaction records. The task is: describe an organic reaction: reactants, conditions, products, and yield The reactants are O=C([O-])[O-], c1ccc2c3c(sc2c1)CCNC3, CC(=O)CC(C)C, CC(C)(C)OC(=O)NCCCCCl, Cl, [Na+], [Na+]. The product is CC(C)(C)OC(=O)NCCCCN1CCc2sc3ccccc3c2C1. As a reaction SMILES: [C:28](=[O:29])([O-:30])[O-:31].[CH2:1]1[NH:2][CH2:3][CH2:4][c:5]2[c:6]1[c:7]1[c:8]([s:9]2)[cH:10][cH:11][cH:12][cH:13]1.[CH3:34][CH:35]([CH3:36])[CH2:37][C:38](=[O:39])[CH3:40].[Cl:15][CH2:16][CH2:17][CH2:18][CH2:19][NH:20][C:21]([O:22][C:23]([CH3:24])([CH3:25])[CH3:26])=[O:27].[ClH:14].[Na+:32].[Na+:33]>>[CH2:1]1[N:2]([CH2:16][CH2:17][CH2:18][CH2:19][NH:20][C:21]([O:22][C:23]([CH3:24])([CH3:25])[CH3:26])=[O:27])[CH2:3][CH2:4][c:5]2[c:6]1[c:7]1[c:8]([s:9]2)[cH:10][cH:11][cH:12][cH:13]1. Reactants: C(C)[C@@H]1N(CCOC1)S(=O)(=O)C1=CC=C(C)C=C1 ((S)-3-ethyl-4-tosylmorpholine), C1(=CC=CC=C1)O (phenol), Br (hydrogen bromide). Run in C(C)(=O)O (acetic acid). Reaction conditions: time 8 hour. The product is Br.C(C)[C@@H]1NCCOC1 ((S)-3-ethylmorpholine hydrobromide). Reaction SMILES: [CH2:1]([C@H:3]1[CH2:8][O:7][CH2:6][CH2:5][N:4]1S(C1C=CC(C)=CC=1)(=O)=O)[CH3:2].C1(O)C=CC=CC=1.[BrH:26]>C(O)(=O)C>[BrH:26].[CH2:1]([C@H:3]1[CH2:8][O:7][CH2:6][CH2:5][NH:4]1)[CH3:2] |f:4.5|. Procedure details: (S)-3-ethyl-4-tosylmorpholine (220 mg, 0.82 mmol) and phenol (150 mg, 1.6 mmol) were dissolved in 4.1 M of hydrogen bromide in acetic acid (2.4 mL) and the solution was stirred at room temperature overnight. The reaction was poured on ether and the solid was collected by filtration and washed with ether to give (S)-3-ethylmorpholine hydrobromide (j-1) as a white solid: 1H NMR (400 MHz, CDCl3) δ 3.77-3.60 (m, 3H), 3.60-3.44 (m, 2H), 3.44-3.19 (m, 3H), 1.67 (dtd, J=28.6, 14.0, 7.4 Hz, 2H), 1.31-1.... Starting materials: O=C1CCN(C(=O)OCC2c3ccccc3-c3ccccc32)CC1, CC(C)(C)OC(=O)N1CCNCC1, [BH3-]C#N, CCO, CC(C)[O-], CC(C)[O-], CC(C)[O-], CC(C)[O-], [Na+], O, [Ti+4]. Yields the product CC(C)(C)OC(=O)N1CCN(C2CCN(C(=O)OCC3c4ccccc4-c4ccccc43)CC2)CC1. RXN SMILES: [C:14](=[O:15])([O:16][CH2:17][CH:18]1[c:19]2[cH:20][cH:21][cH:22][cH:23][c:24]2-[c:25]2[cH:26][cH:27][cH:28][cH:29][c:30]21)[N:31]1[CH2:32][CH2:33][C:34](=[O:37])[CH2:35][CH2:36]1.[C:1]([CH3:2])([CH3:3])([CH3:4])[O:5][C:6](=[O:7])[N:8]1[CH2:9][CH2:10][NH:11][CH2:12][CH2:13]1.[C:41]([BH3-:42])#[N:43].[CH2:38]([OH:39])[CH3:40].[CH3:45][CH:46]([CH3:47])[O-:48].[CH3:50][CH:51]([CH3:52])[O-:53].[CH3:54][CH:55]([CH3:56])[O-:57].[CH3:58][CH:59]([CH3:60])[O-:61].[Na+:44].[OH2:62].[Ti+4:49]>>[C:1]([CH3:2])([CH3:3])([CH3:4])[O:5][C:6](=[O:7])[N:8]1[CH2:9][CH2:10][N:11]([CH:34]2[CH2:33][CH2:32][N:31]([C:14](=[O:15])[O:16][CH2:17][CH:18]3[c:19]4[cH:20][cH:21][cH:22][cH:23][c:24]4-[c:25]4[cH:26][cH:27][cH:28][cH:29][c:30]43)[CH2:36][CH2:35]2)[CH2:12][CH2:13]1. The reactants are CC1(c2ccc(Cl)cc2Cl)OC1n1ccnc1, O=[N+]([O-])O. Yields the product O=[N+]([O-])O, CC1(c2ccc(Cl)cc2Cl)OC1n1ccnc1. RXN SMILES: [O:1]1[CH:2]([n:13]2[cH:14][n:15][cH:16][cH:17]2)[C:3]1([CH3:4])[c:5]1[c:6]([Cl:12])[cH:7][c:8]([Cl:11])[cH:9][cH:10]1.[OH:18][N+:19]([O-:20])=[O:21]>>[O:18]=[N+:19]([OH:20])[O-:21].[O:1]1[CH:2]([n:13]2[cH:14][n:15][cH:16][cH:17]2)[C:3]1([CH3:4])[c:5]1[c:6]([Cl:12])[cH:7][c:8]([Cl:11])[cH:9][cH:10]1. The reactants are O=C([O-])O, ClC(Cl)(Cl)Cl, Cc1nc(-c2ccc(Cl)cc2)cn1C(F)F, [Na+], O=S(=O)(Cl)Cl. Product: Cc1nc(-c2ccc(Cl)cc2)c(Cl)n1C(F)F. RXN SMILES: [C:22](=[O:23])([O-:24])[OH:25].[Cl:27][C:28]([Cl:29])([Cl:30])[Cl:31].[Cl:6][c:7]1[cH:8][cH:9][c:10](-[c:13]2[n:14][c:15]([CH3:21])[n:16]([CH:18]([F:19])[F:20])[cH:17]2)[cH:11][cH:12]1.[Na+:26].[S:1]([Cl:2])(=[O:3])([Cl:4])=[O:5]>>[Cl:4][c:17]1[c:13](-[c:10]2[cH:9][cH:8][c:7]([Cl:6])[cH:12][cH:11]2)[n:14][c:15]([CH3:21])[n:16]1[CH:18]([F:19])[F:20]. Starting materials: O[C@@H]1[C@]2(C)[C@@]3([C@H](C1)C3)[C@@H]3CC=C1CC(CC[C@@H]1[C@H]3CC2)=O (17β-hydroxy-14α,15α-methylenestr-5-en-3-one), C([O-])(O)=O.[Na+] (sodium bicarbonate), O (water). The solvent is CC(=O)C (acetone), Cl (hydrochloric acid). Reaction conditions: time 2.5 hour. Product: O[C@@H]1[C@]2(C)[C@@]3([C@H](C1)C3)[C@@H]3CCC1=CC(CC[C@@H]1[C@H]3CC2)=O (17β-hydroxy-14α,15α-methylenestr-4-en-3-one). As a reaction SMILES: [OH:1][C@H:2]1[CH2:7][C@@H:6]2[CH2:8][C@:5]32[C@H:9]2[C@H:18]([CH2:19][CH2:20][C@:3]13[CH3:4])[C@@H:17]1[C:12]([CH2:13][C:14](=[O:21])[CH2:15][CH2:16]1)=[CH:11][CH2:10]2.C(=O)(O)[O-].[Na+].O>CC(C)=O.Cl>[OH:1][C@H:2]1[CH2:7][C@@H:6]2[CH2:8][C@:5]32[C@H:9]2[C@H:18]([CH2:19][CH2:20][C@:3]13[CH3:4])[C@@H:17]1[C:12](=[CH:13][C:14](=[O:21])[CH2:15][CH2:16]1)[CH2:11][CH2:10]2 |f:1.2|. Procedure details: A solution that consists of 2 g of 17β-hydroxy-14α,15α-methylenestr-5-en-3-one in 95 ml of acetone and 5 ml of 5% aqueous hydrochloric acid is stirred for 2.5 hours at room temperature. Then, 10 ml of saturated aqueous sodium bicarbonate solution and 200 ml of water are added in succession. This solution is concentrated by evaporation in a vacuum rotary evaporator, whereby crystallization is used. The crystals are filtered off, dried, dissolved in acetone and applied to a silica gel column (0.06... Reactants: COC=1C=C(C=C(C1)C1=CC2=CC=C(C=C2C=C1)OC)/C=C/C(=O)NC1=CC=CC=C1 ((E)-3-[3-methoxy-5-(6-methoxynaphthalene-2-yl)phenyl]-N-phenylacrylic acid amide). Reagents/catalysts: [OH-].[OH-].[Pd+2] (Pd(OH)2). The solvent is C(C)O (ethanol), C1CCOC1 (THF). Run at time 20 hour. Yields the product COC=1C=C(C=C(C1)C1=CC2=CC=C(C=C2C=C1)OC)CCC(=O)NC1=CC=CC=C1 (3-[3-Methoxy-5-(6-methoxynaphthalene-2-yl)phenyl]-N-phenylpropionic amide). Reaction SMILES: [CH3:1][O:2][C:3]1[CH:4]=[C:5](/[CH:21]=[CH:22]/[C:23]([NH:25][C:26]2[CH:31]=[CH:30][CH:29]=[CH:28][CH:27]=2)=[O:24])[CH:6]=[C:7]([C:9]2[CH:18]=[CH:17][C:16]3[C:11](=[CH:12][CH:13]=[C:14]([O:19][CH3:20])[CH:15]=3)[CH:10]=2)[CH:8]=1>C(O)C.C1COCC1.[OH-].[OH-].[Pd+2]>[CH3:1][O:2][C:3]1[CH:4]=[C:5]([CH2:21][CH2:22][C:23]([NH:25][C:26]2[CH:31]=[CH:30][CH:29]=[CH:28][CH:27]=2)=[O:24])[CH:6]=[C:7]([C:9]2[CH:18]=[CH:17][C:16]3[C:11](=[CH:12][CH:13]=[C:14]([O:19][CH3:20])[CH:15]=3)[CH:10]=2)[CH:8]=1 |f:3.4.5|. Reported procedure: A suspension of (E)-3-[3-methoxy-5-(6-methoxynaphthalene-2-yl)phenyl]-N-phenylacrylic acid amide (70 mg, 0.17 mmol, 1 eq) and Pd(OH)2 (2.5 mg) in ethanol (1 ml) and THF (0.4 ml) is stirred for 20 h at RT under a hydrogen atmosphere. Filtration and concentration of the reaction mixture on a rotary evaporator yields the desired product in quantitative yield (70 mg).